This data is from the Open Reaction Database (ORD), a public repository of structured organic reaction records. The task is: describe an organic reaction: reactants, conditions, products, and yield Reactants: CCOC(=O)c1csc(Cl)n1, N, O. The product is NC(=O)c1csc(Cl)n1. As a reaction SMILES: [Cl:1][c:2]1[s:3][cH:4][c:5]([C:7]([O:9][CH2:8][CH3:10])=[O:11])[n:6]1.[NH3:13].[OH2:12]>>[Cl:1][c:2]1[s:3][cH:4][c:5]([C:7](=[O:9])[NH2:13])[n:6]1. The reactants are C([O-])(O)=O.[Na+] (sodium bicarbonate), 19.7, C1(=CC=CC=C1)NN (phenylhydrazine), C(C)(=O)C=1C=NC=CC1 (3-acetylpyridine). Run in C(C)(=O)O (acetic acid). Yields the product C1(=CC=CC=C1)NN=C(C)C=1C=NC=CC1 (3-acetylpyridine phenylhydrazone). RXN SMILES: [C:1]1([NH:7][NH2:8])[CH:6]=[CH:5][CH:4]=[CH:3][CH:2]=1.[C:9]([C:12]1[CH:13]=[N:14][CH:15]=[CH:16][CH:17]=1)(=O)[CH3:10].C(=O)(O)[O-].[Na+]>C(O)(=O)C>[C:1]1([NH:7][N:8]=[C:9]([C:12]2[CH:13]=[N:14][CH:15]=[CH:16][CH:17]=2)[CH3:10])[CH:6]=[CH:5][CH:4]=[CH:3][CH:2]=1 |f:2.3|. Procedure: A solution of 19.7 of phenylhydrazine (21.63 g) and 22 ml of 3-acetylpyridine (24.23 g) in glacial acetic acid (100 ml) is stirred and refluxed for 4.5 hours. The solution is cooled in an ice-water bath and neutralized with a saturated sodium bicarbonate solution (180 ml). The precipitate is collected, washed and dried to give 3-acetylpyridine phenylhydrazone. Reactants: Br, COc1cc2nnnc(S(C)(=O)=O)c2cc1OC, Cc1ccc2c(c1)c(=O)n(C1CCNCC1)c(=O)n2C, CS(C)=O, CO. Product: COc1cc2nnnc(N3CCC(n4c(=O)c5cc(C)ccc5n(C)c4=O)CC3)c2cc1OC. Reaction SMILES: [BrH:1].[CH3:22][S:23](=[O:24])(=[O:25])[c:26]1[n:27][n:28][n:29][c:30]2[c:31]1[cH:32][c:33]([O:38][CH3:39])[c:34]([O:36][CH3:37])[cH:35]2.[CH3:2][n:3]1[c:4](=[O:21])[n:5]([CH:15]2[CH2:16][CH2:17][NH:18][CH2:19][CH2:20]2)[c:6](=[O:14])[c:7]2[cH:8][c:9]([CH3:13])[cH:10][cH:11][c:12]12.[CH3:40][S:41]([CH3:42])=[O:43].[CH3:44][OH:45]>>[CH3:2][n:3]1[c:4](=[O:21])[n:5]([CH:15]2[CH2:16][CH2:17][N:18]([c:26]3[n:27][n:28][n:29][c:30]4[c:31]3[cH:32][c:33]([O:38][CH3:39])[c:34]([O:36][CH3:37])[cH:35]4)[CH2:19][CH2:20]2)[c:6](=[O:14])[c:7]2[cH:8][c:9]([CH3:13])[cH:10][cH:11][c:12]12. The reactants are C(C)(=O)N1[C@H](CN(C2=CC=C(C=C12)N)C(=O)OC(C)C)C (isopropyl (S)-4-acetyl-6-amino-3-methyl-3,4-dihydroquinoxaline-1(2H)-carboxylate), C(C)(=O)NC=1C=C2N([C@H](CN(C2=CC1C=1C=NN(C1)C1CC1)C(=O)OC(C)C)C)C(C)=O (isopropyl (S)-6-acetamido-4-acetyl-7-(1-cyclopropyl-1H-pyrazol-4-yl)-3-methyl-3,4-dihydroquinoxaline-1(2H)-carboxylate). Product: C(C)(=O)NC=1C=C2N([C@H](CN(C2=CC1)C(=O)OC(C)C)C)C(C)=O (Isopropyl (S)-6-acetamido-4-acetyl-3-methyl-3,4-dihydroquinoxaline-1(2H)-carboxylate). RXN SMILES: C(N1C2C(=CC=C(N)C=2)N(C(OC(C)C)=O)C[C@@H]1C)(=O)C.[C:22]([NH:25][C:26]1[CH:27]=[C:28]2[C:33](=[CH:34][C:35]=1C1C=NN(C3CC3)C=1)[N:32]([C:44]([O:46][CH:47]([CH3:49])[CH3:48])=[O:45])[CH2:31][C@H:30]([CH3:50])[N:29]2[C:51](=[O:53])[CH3:52])(=[O:24])[CH3:23]>>[C:22]([NH:25][C:26]1[CH:27]=[C:28]2[C:33](=[CH:34][CH:35]=1)[N:32]([C:44]([O:46][CH:47]([CH3:48])[CH3:49])=[O:45])[CH2:31][C@H:30]([CH3:50])[N:29]2[C:51](=[O:53])[CH3:52])(=[O:24])[CH3:23]. Reported procedure: Isopropyl (S)-6-acetamido-4-acetyl-3-methyl-3,4-dihydroquinoxaline-1(2H)-carboxylate was synthesized from isopropyl (S)-4-acetyl-6-amino-3-methyl-3,4-dihydroquinoxaline-1(2H)-carboxylate according to the procedure described above for isopropyl (S)-6-acetamido-4-acetyl-7-(1-cyclopropyl-1H-pyrazol-4-yl)-3-methyl-3,4-dihydroquinoxaline-1(2H)-carboxylate (Example 235). MS (ESI, pos. ion) m/z 356 [M+Na]+. Starting materials: CCB(CC)c1cccnc1, Ic1cccc(I)c1, CN(C)C=O, O. The product is Ic1cccc(-c2cccnc2)c1. Reaction SMILES: [CH2:9]([B:10]([CH2:11][CH3:18])[c:12]1[cH:13][n:14][cH:15][cH:16][cH:17]1)[CH3:19].[I:1][c:2]1[cH:3][c:4]([I:8])[cH:5][cH:6][cH:7]1.[O:20]=[CH:21][N:22]([CH3:23])[CH3:24].[OH2:25]>>[c:2]1(-[c:12]2[cH:13][n:14][cH:15][cH:16][cH:17]2)[cH:3][c:4]([I:8])[cH:5][cH:6][cH:7]1. Starting materials: C(C)C(C(=O)NC1=C(C=CC(=C1)[N+](=O)[O-])O)CCCC (2-(2-ethylhexanoylamino)-4-nitrophenol). The reagents and catalysts are [H][H].[Ni] (H2 Raney nickel). The solvent is C(C)O (ethanol). Reaction conditions: time 2 hour. Yields the product NC1=CC(=C(C=C1)O)NC(C(CCCC)CC)=O (4-amino-2-(2-ethylhexanoylamino)-phenol). RXN SMILES: [CH2:1]([CH:3]([CH2:17][CH2:18][CH2:19][CH3:20])[C:4]([NH:6][C:7]1[CH:12]=[C:11]([N+:13]([O-])=O)[CH:10]=[CH:9][C:8]=1[OH:16])=[O:5])[CH3:2]>C(O)C.[H][H].[Ni]>[NH2:13][C:11]1[CH:10]=[CH:9][C:8]([OH:16])=[C:7]([NH:6][C:4](=[O:5])[CH:3]([CH2:1][CH3:2])[CH2:17][CH2:18][CH2:19][CH3:20])[CH:12]=1 |f:2.3|. Procedure: 39 g of preliminary product 1 were hydrogenated with H2 /Raney nickel in 200 ml ethanol. The hydrogenation was conducted over a period of 2 hours and within a temperature range from 20 to 40 C. at a pressure of 2. 106Pa. The catalyst was filtered off under suction and 400 ml water were added. The dried, oily product (37 g) which was separated was reacted further without additional purification.